Dataset: the Open Reaction Database (ORD), a public repository of structured organic reaction records. Task: describe an organic reaction: reactants, conditions, products, and yield The reactants are ClC(Cl)Cl, NCCCO, O=C1OC(=O)c2ncccc21. The product is O=C1c2cccnc2C(=O)N1CCCO. Reaction SMILES: [CH:17]([Cl:18])([Cl:19])[Cl:20].[NH2:12][CH2:13][CH2:14][CH2:15][OH:16].[n:1]1[c:2]2[c:3]([cH:4][cH:5][cH:6]1)[C:7](=[O:11])[O:8][C:9]2=[O:10]>>[n:1]1[c:2]2[c:3]([cH:4][cH:5][cH:6]1)[C:7](=[O:11])[N:12]([CH2:13][CH2:14][CH2:15][OH:16])[C:9]2=[O:10].